Dataset: the Open Reaction Database (ORD), a public repository of structured organic reaction records. Task: describe an organic reaction: reactants, conditions, products, and yield The reactants are ice water, C(C(=O)Cl)(=O)Cl (oxalyl chloride), BrC=1C=C(C(=O)OC)C=C(C1O)[N+](=O)[O-] (methyl 3-bromo-4-hydroxy-5-nitrobenzoate). The solvent is CCOC(=O)C (EtOAc), CN(C)C=O (DMF), CN(C)C=O (DMF). Reaction conditions: temperature -20 celsius, time 30 minute. Yields the product BrC=1C=C(C(=O)OC)C=C(C1Cl)[N+](=O)[O-] (methyl 3-bromo-4-chloro-5-nitrobenzoate). Isolated yield 93.8%. Reaction SMILES: C(Cl)(=O)C([Cl:4])=O.[Br:7][C:8]1[CH:9]=[C:10]([CH:15]=[C:16]([N+:19]([O-:21])=[O:20])[C:17]=1O)[C:11]([O:13][CH3:14])=[O:12]>CN(C=O)C.CCOC(C)=O>[Br:7][C:8]1[CH:9]=[C:10]([CH:15]=[C:16]([N+:19]([O-:21])=[O:20])[C:17]=1[Cl:4])[C:11]([O:13][CH3:14])=[O:12]. Reported procedure: (I4B): Anhydrous DMF (242 ml) was cooled to −20° C. in a dry ice/acetone bath and the internal temperature was monitored carefully and maintained at or below this temperature. Neat oxalyl chloride (9.51 ml, 109 mmol) was then slowly added dropwise via addition funnel and the vessel was properly vented to allow the escape of gases generated. Following the addition, the cloudy-white suspension was stirred at −20° C. for 30 min. A solution containing methyl 3-bromo-4-hydroxy-5-nitrobenzoate (10 g, ...